This data is from the Open Reaction Database (ORD), a public repository of structured organic reaction records. The task is: describe an organic reaction: reactants, conditions, products, and yield Reactants: Cc1ccc(NC(=O)c2ccc(CN3CCN(C)CC3)cc2)cc1Nc1nccc(-c2cccnc2)n1, CS(=O)(=O)O, C1COCO1, O. The product is Cc1ccc(NC(=O)c2ccc(CN3CCN(C)CC3)cc2)cc1Nc1nccc(-c2cccnc2)n1, CS(=O)(=O)O. RXN SMILES: [CH3:1][N:2]1[CH2:3][CH2:4][N:5]([CH2:8][c:9]2[cH:10][cH:11][c:12]([C:15](=[O:16])[NH:17][c:18]3[cH:19][cH:20][c:21]([CH3:22])[c:23]([NH:24][c:25]4[n:26][cH:27][cH:28][c:29](-[c:31]5[cH:32][cH:33][cH:34][n:35][cH:36]5)[n:30]4)[cH:37]3)[cH:13][cH:14]2)[CH2:6][CH2:7]1.[CH3:39][S:40]([OH:41])(=[O:42])=[O:43].[O:44]1[CH2:45][CH2:46][O:47][CH2:48]1.[OH2:38]>>[CH3:1][N:2]1[CH2:3][CH2:4][N:5]([CH2:8][c:9]2[cH:10][cH:11][c:12]([C:15](=[O:16])[NH:17][c:18]3[cH:19][cH:20][c:21]([CH3:22])[c:23]([NH:24][c:25]4[n:26][cH:27][cH:28][c:29](-[c:31]5[cH:32][cH:33][cH:34][n:35][cH:36]5)[n:30]4)[cH:37]3)[cH:13][cH:14]2)[CH2:6][CH2:7]1.[CH3:39][S:40](=[O:41])(=[O:42])[OH:43]. The reactants are C1(=CC=C(C=C1)C(N[C@H](C)C1=CC=CC2=CC=CC=C12)C1=CC(=CC=C1)[N+](=O)[O-])C (N-[p-tolyl-(3-nitrophenyl)methyl]-N-[(R)-1-(naphthalen-1-yl)ethyl]amine), [BH4-].[Na+] (sodium borohydride). The reagents and catalysts are O.O.O.O.O.O.[Ni](Cl)Cl (nickel chloride hexahydrate). The product is C1(=CC=C(C=C1)C(C=1C=C(C=CC1)N)N[C@H](C)C1=CC=CC2=CC=CC=C12)C (3-{p-Tolyl-[(R)-1-(naphthalen-1-yl)ethylamino]methyl}phenylamine). Yield: 100.3%. RXN SMILES: [C:1]1([CH3:30])[CH:6]=[CH:5][C:4]([CH:7]([C:21]2[CH:26]=[CH:25][CH:24]=[C:23]([N+:27]([O-])=O)[CH:22]=2)[NH:8][C@@H:9]([C:11]2[C:20]3[C:15](=[CH:16][CH:17]=[CH:18][CH:19]=3)[CH:14]=[CH:13][CH:12]=2)[CH3:10])=[CH:3][CH:2]=1.[BH4-].[Na+]>O.O.O.O.O.O.[Ni](Cl)Cl>[C:1]1([CH3:30])[CH:6]=[CH:5][C:4]([CH:7]([NH:8][C@@H:9]([C:11]2[C:20]3[C:15](=[CH:16][CH:17]=[CH:18][CH:19]=3)[CH:14]=[CH:13][CH:12]=2)[CH3:10])[C:21]2[CH:22]=[C:23]([NH2:27])[CH:24]=[CH:25][CH:26]=2)=[CH:3][CH:2]=1 |f:1.2,3.4.5.6.7.8.9|. Procedure: Following a procedure similar to that described in Example (1B), 1.51 g of N-[p-tolyl-(3-nitrophenyl)methyl]-N-[(R)-1-(naphthalen-1-yl)ethyl]amine [prepared as described in step (a) above], 2.08 g of nickel chloride hexahydrate and 607 mg of sodium borohydride were reacted, separated and purified, to obtain 1.40 g of the title compound as a yellow oil. Reactants: C(C1=CC=CC=C1)C1=C(NC=C1)CO (3-benzylpyrrolylmethyl alcohol), FC(C=1C=CC2=C(C=C(S2)C(C(=O)O)C(C)C)C1)(F)F (2-(5-trifluoromethyl-2-benzothienyl)-3-methylbutanoic acid), S(=O)(Cl)Cl (thionyl chloride), O (water). Reagents/catalysts: CN(C1=CC=NC=C1)C (4-dimethylaminopyridine), CN(C)C=O (DMF). The solvent is C1=CC=CC=C1 (benzene). Run at time 2 day. Product: FC(C=1C=CC2=C(C=C(S2)C(C(=O)OCC=2NC=CC2CC2=CC=CC=C2)C(C)C)C1)(F)F (3-benzylpyrrolylmethyl 2-(5-trifluoromethyl-2-benzothienyl)-3-methylbutanoate). RXN SMILES: [F:1][C:2]([F:20])([F:19])[C:3]1[CH:4]=[CH:5][C:6]2[S:10][C:9]([CH:11]([CH:15]([CH3:17])[CH3:16])[C:12]([OH:14])=[O:13])=[CH:8][C:7]=2[CH:18]=1.S(Cl)(Cl)=O.[CH2:25]([C:32]1[CH:36]=[CH:35][NH:34][C:33]=1[CH2:37]O)[C:26]1[CH:31]=[CH:30][CH:29]=[CH:28][CH:27]=1.O>CN(C=O)C.C1C=CC=CC=1.CN(C)C1C=CN=CC=1>[F:20][C:2]([F:19])([F:1])[C:3]1[CH:4]=[CH:5][C:6]2[S:10][C:9]([CH:11]([CH:15]([CH3:17])[CH3:16])[C:12]([O:14][CH2:37][C:33]3[NH:34][CH:35]=[CH:36][C:32]=3[CH2:25][C:26]3[CH:31]=[CH:30][CH:29]=[CH:28][CH:27]=3)=[O:13])=[CH:8][C:7]=2[CH:18]=1. Procedure: A mixture of 2-(5-trifluoromethyl-2-benzothienyl)-3-methylbutanoic acid (3.95 mmol), thionyl chloride (0.342 ml, 4.74 mmol) and DMF (several drops) in 50 ml benzene is stirred at RT for 2 days. The solvent and excess thionyl chloride are evaporated under reduced pressure. The resulting acid chloride is dissolved in 50 ml benzene, and 3-benzylpyrrolylmethyl alcohol (3.95 mmol) and 0.482 g 4-dimethylaminopyridine (3.95 mmol) are added. The mixture is left at 25° for 18 hours and then heated under ... The reactants are COC=1C=C(C=CC1OC)CCN (3,4-dimethoxyphenylethylamine), FC=1C=C(C=CC1F)CC(=O)O (3,4-difluorophenylacetic acid). The product is COC=1C=C(C=CC1OC)CCNC(CC1=CC(=C(C=C1)F)F)=O (N-[2-(3,4-Dimethoxy-phenyl)-ethyl]-3,4-difluorophenyl-acetamide). Reaction SMILES: [CH3:1][O:2][C:3]1[CH:4]=[C:5]([CH2:11][CH2:12][NH2:13])[CH:6]=[CH:7][C:8]=1[O:9][CH3:10].[F:14][C:15]1[CH:16]=[C:17]([CH2:22][C:23](O)=[O:24])[CH:18]=[CH:19][C:20]=1[F:21]>>[CH3:1][O:2][C:3]1[CH:4]=[C:5]([CH2:11][CH2:12][NH:13][C:23](=[O:24])[CH2:22][C:17]2[CH:18]=[CH:19][C:20]([F:21])=[C:15]([F:14])[CH:16]=2)[CH:6]=[CH:7][C:8]=1[O:9][CH3:10]. Procedure details: prepared by reaction of 3,4-dimethoxyphenylethylamine and 3,4-difluorophenylacetic acid. Starting materials: COC1=C(C(=S)O)C=C(C=C1)C (2-methoxy-5-methylthiobenzoic acid), Cl.C(C)OCCN1C(=NC2=C1C=CC=C2)NC2CCN(CC2)CCC2(CNCC2)C2=CC=CC=C2 (3-(2-(4-(1-(2-ethoxyethyl)-1H-benzimidazol-2-yl-amino)piperidin-1-yl)ethyl)-3-phenylpyrrolidine hydrochloric acid salt). Yields the product COC1=C(C(=S)N2CC(CC2)(C2=CC=CC=C2)CCN2CCC(CC2)NC2=NC3=C(N2CCOCC)C=CC=C3)C=C(C=C1)C (1-(2-methoxy-5-methylthiobenzoyl)-3-(2-(4-(1-(2-ethoxyethyl)-1 H-benzimidazol-2-yl-amino)piperidine-1-yl)ethyl)-3-phenylpyrrolidine). Reaction SMILES: [CH3:1][O:2][C:3]1[CH:11]=[CH:10][C:9]([CH3:12])=[CH:8][C:4]=1[C:5](O)=[S:6].Cl.[CH2:14]([O:16][CH2:17][CH2:18][N:19]1[C:23]2[CH:24]=[CH:25][CH:26]=[CH:27][C:22]=2[N:21]=[C:20]1[NH:28][CH:29]1[CH2:34][CH2:33][N:32]([CH2:35][CH2:36][C:37]2([C:42]3[CH:47]=[CH:46][CH:45]=[CH:44][CH:43]=3)[CH2:41][CH2:40][NH:39][CH2:38]2)[CH2:31][CH2:30]1)[CH3:15]>>[CH3:1][O:2][C:3]1[CH:11]=[CH:10][C:9]([CH3:12])=[CH:8][C:4]=1[C:5]([N:39]1[CH2:40][CH2:41][C:37]([CH2:36][CH2:35][N:32]2[CH2:33][CH2:34][CH:29]([NH:28][C:20]3[N:19]([CH2:18][CH2:17][O:16][CH2:14][CH3:15])[C:23]4[CH:24]=[CH:25][CH:26]=[CH:27][C:22]=4[N:21]=3)[CH2:30][CH2:31]2)([C:42]2[CH:47]=[CH:46][CH:45]=[CH:44][CH:43]=2)[CH2:38]1)=[S:6] |f:1.2|. Procedure: Prepare by the method of Example 59.1 using 2-methoxy-5-methylthiobenzoic acid and 3-(2-(4-(1-(2-ethoxyethyl)-1H-benzimidazol-2-yl-amino)piperidin-1-yl)ethyl)-3-phenylpyrrolidine hydrochloric acid salt (prepared from (−)-3-phenyl-3-(2-hydroxyethyl)pyrrolidine (R,R)-di-p-anisoyltartaric acid salt) to give the title compound. Reactants: CC1(OCCO1)C1=CC=C(O1)CN1N=CC(=C1)N (1-[5-(2-methyl-[1,3]dioxolan-2-yl)-furan-2-ylmethyl]-1H-pyrazol-4-ylamine), ClC=1C=C(C=CC1F)/C=C/C(=O)O ((E)-3-(3-chloro-4-fluoro-phenyl)-acrylic acid). The product is C(C)(=O)C1=CC=C(O1)CN1N=CC(=C1)NC(\C=C\C1=CC(=C(C=C1)F)Cl)=O ((E)-N-[1-(5-Acetyl-furan-2-ylmethyl)-1H-pyrazol-4-yl]-3-(3-chloro-4-fluoro-phenyl)-acrylamide). RXN SMILES: [CH3:1][C:2]1([C:7]2[O:11][C:10]([CH2:12][N:13]3[CH:17]=[C:16]([NH2:18])[CH:15]=[N:14]3)=[CH:9][CH:8]=2)[O:6]CCO1.[Cl:19][C:20]1[CH:21]=[C:22](/[CH:27]=[CH:28]/[C:29](O)=[O:30])[CH:23]=[CH:24][C:25]=1[F:26]>>[C:2]([C:7]1[O:11][C:10]([CH2:12][N:13]2[CH:17]=[C:16]([NH:18][C:29](=[O:30])/[CH:28]=[CH:27]/[C:22]3[CH:23]=[CH:24][C:25]([F:26])=[C:20]([Cl:19])[CH:21]=3)[CH:15]=[N:14]2)=[CH:9][CH:8]=1)(=[O:6])[CH3:1]. Reported procedure: Following general procedure B followed by either C or D, starting from 1-[5-(2-methyl-[1,3]dioxolan-2-yl)-furan-2-ylmethyl]-1H-pyrazol-4-ylamine and (E)-3-(3-chloro-4-fluoro-phenyl)-acrylic acid.